This data is from the Open Reaction Database (ORD), a public repository of structured organic reaction records. The task is: describe an organic reaction: reactants, conditions, products, and yield Reactants: CN(C)C (trimethylamine), ClC[C@@H](CO)O ((R)-3-chloro-1,2-propanediol). The solvent is 30. Conditions: time 2 hour. The product is [Cl-].O[C@@H](C[N+](C)(C)C)CO ((S)-2,3-dihydroxypropyltrimethylammonium chloride). As a reaction SMILES: [CH3:1][N:2]([CH3:4])[CH3:3].[Cl:5][CH2:6][C@H:7]([OH:10])[CH2:8][OH:9]>>[Cl-:5].[OH:10][C@H:7]([CH2:8][OH:9])[CH2:6][N+:2]([CH3:4])([CH3:3])[CH3:1] |f:2.3|. Reported procedure: There was added 40 ml of 30 w/v % aqueous solution of trimethylamine to 10.40 g of (R)-3-chloro-1,2-propanediol (optical purity: 100% e.e., chemical purity: 99%). After reacting for 2 hours at room temperature, the reaction mixture was evaporated to dryness to give 15.60 g of (S)-2,3-dihydroxypropyltrimethylammonium chloride as crystals.